From a dataset of the Open Reaction Database (ORD), a public repository of structured organic reaction records. describe an organic reaction: reactants, conditions, products, and yield The reactants are Cc1c(C(=O)OC(C)(C)C)oc2ccc(Br)c(O)c12, CI, [K+], [K+], O=C([O-])[O-], CN(C)C=O. Yields the product COc1c(Br)ccc2oc(C(=O)OC(C)(C)C)c(C)c12. Reaction SMILES: [C:1]([CH3:2])([CH3:3])([CH3:4])[O:5][C:6](=[O:7])[c:8]1[o:9][c:10]2[c:11]([c:12]1[CH3:13])[c:14]([OH:19])[c:15]([Br:18])[cH:16][cH:17]2.[I:20][CH3:21].[K+:22].[K+:23].[O-:24][C:25]([O-:26])=[O:27].[O:28]=[CH:29][N:30]([CH3:31])[CH3:32]>>[C:1]([CH3:2])([CH3:3])([CH3:4])[O:5][C:6](=[O:7])[c:8]1[o:9][c:10]2[c:11]([c:12]1[CH3:13])[c:14]([O:19][CH3:25])[c:15]([Br:18])[cH:16][cH:17]2.